This data is from the Open Reaction Database (ORD), a public repository of structured organic reaction records. The task is: describe an organic reaction: reactants, conditions, products, and yield The reactants are C(C)N1C(C(=C(C2=CC=C(N=C12)C)OCC)C(=O)OCC)=O (1-Ethyl-1,2-dihydro-4-ethoxy-7-methyl-2-oxo-1,8-naphthyridine-3-carboxylic acid, ethyl ester), C(C)(=O)O (acetic acid), [OH-].[Na+] (sodium hydroxide), C(C)O (ethanol). Run in O (water). Yields the product C(C)N1C(C(=C(C2=CC=C(N=C12)C)O)C(=O)O)=O (1-Ethyl-1,2-dihydro-4-hydroxy-7-methyl-2-oxo-1,8-naphthyridine-3-carboxylic acid). Reaction SMILES: [CH2:1]([N:3]1[C:12]2[C:7](=[CH:8][CH:9]=[C:10]([CH3:13])[N:11]=2)[C:6]([O:14]CC)=[C:5]([C:17]([O:19]CC)=[O:18])[C:4]1=[O:22])[CH3:2].[OH-].[Na+].C(O)C.C(O)(=O)C>O>[CH2:1]([N:3]1[C:12]2[C:7](=[CH:8][CH:9]=[C:10]([CH3:13])[N:11]=2)[C:6]([OH:14])=[C:5]([C:17]([OH:19])=[O:18])[C:4]1=[O:22])[CH3:2] |f:1.2|. Procedure: A stirred mixture of 1 g. of 1-ethyl-1,2-dihydro-4-ethoxy-7-methyl-2-oxo-1,8-naphthyridine-3-carboxylic acid ethyl ester (prepared as in Example 14) in 15 ml. of 20% aqueous sodium hydroxide containing 5 ml. of ethanol was heated under reflux for 4 hours. The mixture was cooled and was acidified with glacial acetic acid and was diluted with water. The precipitate which formed was collected, air dried and was recrystallized from ethanol to afford 0.3 g. of the title compound, m.p. 162°-5° C. Reactants: c1ccc(C(OCC2CO2)(c2ccccc2)c2ccccc2)cc1, CC(C)(C)[O-], Cc1ccccc1, COCCOCCOC, N#Cc1cc(Cl)ccc1O, [K+], [Na+], [OH-]. Product: N#Cc1cc(Cl)ccc1OCC(O)COC(c1ccccc1)(c1ccccc1)c1ccccc1. RXN SMILES: [C:11]([c:12]1[cH:13][cH:14][cH:15][cH:16][cH:17]1)([c:18]1[cH:19][cH:20][cH:21][cH:22][cH:23]1)([c:24]1[cH:25][cH:26][cH:27][cH:28][cH:29]1)[O:30][CH2:31][CH:32]1[O:33][CH2:34]1.[CH3:35][C:36]([CH3:37])([O-:38])[CH3:39].[CH3:43][c:44]1[cH:45][cH:46][cH:47][cH:48][cH:49]1.[CH3:50][O:51][CH2:52][CH2:53][O:54][CH2:55][CH2:56][O:57][CH3:58].[Cl:1][c:2]1[cH:3][cH:4][c:5]([OH:10])[c:6]([C:7]#[N:8])[cH:9]1.[K+:40].[Na+:42].[OH-:41]>>[Cl:1][c:2]1[cH:3][cH:4][c:5]([O:10][CH2:34][CH:32]([CH2:31][O:30][C:11]([c:12]2[cH:13][cH:14][cH:15][cH:16][cH:17]2)([c:18]2[cH:19][cH:20][cH:21][cH:22][cH:23]2)[c:24]2[cH:25][cH:26][cH:27][cH:28][cH:29]2)[OH:33])[c:6]([C:7]#[N:8])[cH:9]1. Starting materials: CCOC(C)=O, O=C(Cl)C1CC1, Nc1ccc(S)cc1, c1ccncc1. Product: O=C(Nc1ccc(S)cc1)C1CC1. As a reaction SMILES: [CH3:21][CH2:22][O:23][C:24]([CH3:25])=[O:26].[CH:15]1([C:18](=[O:19])[Cl:20])[CH2:16][CH2:17]1.[NH2:1][c:2]1[cH:3][cH:4][c:5]([SH:8])[cH:6][cH:7]1.[cH:9]1[cH:10][cH:11][n:12][cH:13][cH:14]1>>[NH:1]([c:2]1[cH:3][cH:4][c:5]([SH:8])[cH:6][cH:7]1)[C:18]([CH:15]1[CH2:16][CH2:17]1)=[O:19]. The reactants are O=C1NC(=O)c2ccccc21, CC(C)(C)OC(=O)Nc1ccc(-c2ccccc2)cc1NC(=O)c1ccc(CCl)cc1, [I-], [K+], [K], CN(C)C=O, O. The product is CC(C)(C)OC(=O)Nc1ccc(-c2ccccc2)cc1NC(=O)c1ccc(CN2C(=O)c3ccccc3C2=O)cc1. Reaction SMILES: [C:32]1(=[O:42])[c:33]2[c:34]([cH:38][cH:39][cH:40][cH:41]2)[C:35](=[O:37])[NH:36]1.[Cl:1][CH2:2][c:3]1[cH:4][cH:5][c:6]([C:9](=[O:10])[NH:11][c:12]2[cH:13][c:14](-[c:26]3[cH:27][cH:28][cH:29][cH:30][cH:31]3)[cH:15][cH:16][c:17]2[NH:18][C:19]([O:20][C:21]([CH3:22])([CH3:23])[CH3:24])=[O:25])[cH:7][cH:8]1.[I-:45].[K+:44].[K:43].[O:47]=[CH:48][N:49]([CH3:50])[CH3:51].[OH2:46]>>[CH2:2]([c:3]1[cH:4][cH:5][c:6]([C:9](=[O:10])[NH:11][c:12]2[cH:13][c:14](-[c:26]3[cH:27][cH:28][cH:29][cH:30][cH:31]3)[cH:15][cH:16][c:17]2[NH:18][C:19]([O:20][C:21]([CH3:22])([CH3:23])[CH3:24])=[O:25])[cH:7][cH:8]1)[N:36]1[C:32](=[O:42])[c:33]2[c:34]([cH:38][cH:39][cH:40][cH:41]2)[C:35]1=[O:37]. Reactants: BrC1=C(C(=C(C=C1)NC(C)=O)C)Cl (N-(4-bromo-3-chloro-2-methyl-phenyl)-acetamide), [OH-].[Na+] (NaOH). The solvent is OS(=O)(=O)O.O (H2SO4 H2O). Yields the product BrC1=C(C(=C(C=C1)N)C)Cl (4-Bromo-3-chloro-2-methyl-phenylamine). RXN SMILES: [Br:1][C:2]1[CH:7]=[CH:6][C:5]([NH:8]C(=O)C)=[C:4]([CH3:12])[C:3]=1[Cl:13].[OH-].[Na+]>OS(O)(=O)=O.O>[Br:1][C:2]1[CH:7]=[CH:6][C:5]([NH2:8])=[C:4]([CH3:12])[C:3]=1[Cl:13] |f:1.2,3.4|. Procedure: A solution of N-(4-bromo-3-chloro-2-methyl-phenyl)-acetamide (3.37 g, 12.80 mmol) in H2SO4: H2O (1:1) was refluxed for 3 hours. The reaction mixture was cooled to room temperature and neutralized with NaOH and extracted with Et2O (3×150 mL). The combined organic phases were washed with H2O (3×100 mL) and brine (1×100 mL), then dried over MgSO4 and concentrated. Purification by column chromatography using hex:EtOAc (4:1) as the eluant afforded the title aniline. Spectroscopic data: 1H NMR (300 MH... Reported procedure: N1-(Benzo[d]isothiazol-3-yl)propane-1,3-diamine (100 mg, 0.48 mmol) was dissolved in anhydrous dichloromethane (5 mL) with diisopropylethylamine (92 μL, 0.53 mmol). The solution was cooled on an ice-water bath and then a solution of 4-chlorobenzoyl chloride (68 μL, 0.53 mmol) in dichloromethane (0.5 mL) was added dropwise. The reaction mixture was allowed to stir for 2 h while warming to room temperature. The solution was washed with water, then dried over anhydrous sodium sulfate, filtered and ... Solvent: ClCCl (dichloromethane), ClCCl (dichloromethane). Run at time 2 hour. Product: S1N=C(C2=C1C=CC=C2)NCCCNC(C2=CC=C(C=C2)Cl)=O (N-(3-(benzo[d]isothiazol-3-ylamino)propyl)-4-chlorobenzamide). Reaction SMILES: [S:1]1[C:5]2[CH:6]=[CH:7][CH:8]=[CH:9][C:4]=2[C:3]([NH:10][CH2:11][CH2:12][CH2:13][NH2:14])=[N:2]1.C(N(C(C)C)CC)(C)C.[Cl:24][C:25]1[CH:33]=[CH:32][C:28]([C:29](Cl)=[O:30])=[CH:27][CH:26]=1>ClCCl>[S:1]1[C:5]2[CH:6]=[CH:7][CH:8]=[CH:9][C:4]=2[C:3]([NH:10][CH2:11][CH2:12][CH2:13][NH:14][C:29](=[O:30])[C:28]2[CH:32]=[CH:33][C:25]([Cl:24])=[CH:26][CH:27]=2)=[N:2]1. Starting materials: S1N=C(C2=C1C=CC=C2)NCCCN (N1-(Benzo[d]isothiazol-3-yl)propane-1,3-diamine), C(C)(C)N(CC)C(C)C (diisopropylethylamine), ClC1=CC=C(C(=O)Cl)C=C1 (4-chlorobenzoyl chloride). Starting materials: C(#N)C=1C=CC2=C(SC3=C(CC2=O)C=CC=C3)C1 (3-cyano-10,11-dihydro-11-oxodibenzo[b,f]thiepin), C(=O)O (formic acid). The reagents and catalysts are [Ni] (Raney nickel). The product is O=C1C2=C(SC3=C(C1)C=CC=C3)C=C(C=C2)C=O (10,11-Dihydro-11-oxodibenzo[b,f]thiepin-3-carboxaldehyde). RXN SMILES: [C:1]([C:3]1[CH:4]=[CH:5][C:6]2[C:12](=[O:13])[CH2:11][C:10]3[CH:14]=[CH:15][CH:16]=[CH:17][C:9]=3[S:8][C:7]=2[CH:18]=1)#N.C(O)=[O:20]>[Ni]>[O:13]=[C:12]1[CH2:11][C:10]2[CH:14]=[CH:15][CH:16]=[CH:17][C:9]=2[S:8][C:7]2[CH:18]=[C:3]([CH:1]=[O:20])[CH:4]=[CH:5][C:6]1=2. Procedure: Heat a mixture of 5.0 gm. of 3-cyano-10,11-dihydro-11-oxodibenzo[b,f]thiepin and 4.0 gm. of Raney nickel alloy in 60 ml. of 75% (v/v) aqueous formic acid at reflux for 1.5 hours. Cool to room temperature and filter. Concentrate to small volume and extract with methylene chloride. Wash the extract with water and with 1N sodium bicarbonate until neutral. Dry the neutral extract over sodium sulfate and concentrate to dryness to obtain the title product. The reactants are CC(C)C(=O)Nc1cccc(C2CCN(CCC(O)c3ccc(F)cc3)CC2)c1, Oc1c(F)c(F)c(F)c(F)c1F. Product: CC(C)C(=O)Nc1cccc(C2CCN(CCC(Oc3c(F)c(F)c(F)c(F)c3F)c3ccc(F)cc3)CC2)c1. RXN SMILES: [F:1][c:2]1[cH:3][cH:4][c:5]([CH:8]([CH2:9][CH2:10][N:11]2[CH2:12][CH2:13][CH:14]([c:17]3[cH:18][c:19]([NH:23][C:24]([CH:25]([CH3:26])[CH3:27])=[O:28])[cH:20][cH:21][cH:22]3)[CH2:15][CH2:16]2)[OH:29])[cH:6][cH:7]1.[F:30][c:31]1[c:32]([OH:41])[c:33]([F:40])[c:34]([F:39])[c:35]([F:38])[c:36]1[F:37]>>[F:1][c:2]1[cH:3][cH:4][c:5]([CH:8]([CH2:9][CH2:10][N:11]2[CH2:12][CH2:13][CH:14]([c:17]3[cH:18][c:19]([NH:23][C:24]([CH:25]([CH3:26])[CH3:27])=[O:28])[cH:20][cH:21][cH:22]3)[CH2:15][CH2:16]2)[O:29][c:32]2[c:31]([F:30])[c:36]([F:37])[c:35]([F:38])[c:34]([F:39])[c:33]2[F:40])[cH:6][cH:7]1.